describe an organic reaction: reactants, conditions, products, and yield From a dataset of the Open Reaction Database (ORD), a public repository of structured organic reaction records. The reactants are ClC=1C2=C(N=CN1)NC=C2 (4-chloro-7H-pyrrolo[2,3-d]pyrimidine), [H-].[Na+] (NaH), ClCCC(C1=CC=CC=C1)OS(=O)(=O)C (methanesulfonic acid 3-chloro-1-phenyl-propyl ester). Solvent: CN(C)C=O (DMF), CN(C)C=O (DMF), O (H2O), CCOC(=O)C (EtOAc). Conditions: time 30 minute. Yields the product ClC=1C2=C(N=CN1)N(C=C2)C(CCCl)C2=CC=CC=C2 (4-Chloro-7-(3-chloro-1-phenyl-propyl)-7H-pyrrolo[2,3-d]pyrimidine). Yield: 56.0%. RXN SMILES: [Cl:1][C:2]1[C:3]2[CH:10]=[CH:9][NH:8][C:4]=2[N:5]=[CH:6][N:7]=1.[H-].[Na+].[Cl:13][CH2:14][CH2:15][CH:16](OS(C)(=O)=O)[C:17]1[CH:22]=[CH:21][CH:20]=[CH:19][CH:18]=1>CN(C=O)C.O.CCOC(C)=O>[Cl:1][C:2]1[C:3]2[CH:10]=[CH:9][N:8]([CH:16]([C:17]3[CH:22]=[CH:21][CH:20]=[CH:19][CH:18]=3)[CH2:15][CH2:14][Cl:13])[C:4]=2[N:5]=[CH:6][N:7]=1 |f:1.2|. Procedure: To a RT solution of 4-chloro-7H-pyrrolo[2,3-d]pyrimidine (424 mg, 2.76 mmol) in DMF (3 mL) was added NaH (60% in mineral oil, 121 mg, 3.03 mmol). The reaction mixture was stirred for 30 min at RT and then a solution of methanesulfonic acid 3-chloro-1-phenyl-propyl ester in DMF (2 mL) was added at 0° C. The resulting mixture was stirred overnight at RT and then diluted with H2O and EtOAc. The organic layer was separated, washed 3 times with water, dried over MgSO4, filtered, concentrated, and pur... Reactants: ClC1=CC=C(C=C1)O (4-chlorophenol), C([O-])([O-])=O.[K+].[K+] (potassium carbonate), ClC(C)CCl (2,3-dichloropropane). Solvent: CC(=O)C (acetone). Product: ClC1=CC=C(OCC(=C)Cl)C=C1 (1-(4-chlorophenoxy)-2-chloro-2-propene). The yield is 92.5%. RXN SMILES: [Cl:1][C:2]1[CH:7]=[CH:6][C:5]([OH:8])=[CH:4][CH:3]=1.C(=O)([O-])[O-].[K+].[K+].[Cl:15][CH:16]([CH2:18]Cl)[CH3:17]>CC(C)=O>[Cl:1][C:2]1[CH:7]=[CH:6][C:5]([O:8][CH2:18][C:16]([Cl:15])=[CH2:17])=[CH:4][CH:3]=1 |f:1.2.3|. Reported procedure: To a mixture of 4-chlorophenol (6.1 g, 47.4 mmol) and potassium carbonate (13.1 g, 94.7 mmol) in acetone (200 mL), 2,3-dichloropropane (6.6 mL, 71 mmol) was added. After heating to reflux the reaction mixture for 48 hours, the reaction mixture was cooled and filtered. The residue was washed with more acetone and the combined filtrates were concentrated in vacuo. The crude pale brown liquid (11.5 g) was purified by chromatography (silica gel, hexane/ethyl acetate, 85/15) to give 1-(4-chlorophenox... Run at temperature 70 celsius. Starting materials: BrC1=CC=C(OCCN(CC)CC)C=C1 ([2-(4-bromo-phenoxy)-ethyl]-diethyl-amine), C(#C)[Si](C)(C)C (ethynyl-trimethyl-silane), tetrakis-triphenylphosphane palladium. The product is C(C)N(CCOC1=CC=C(C=C1)C#C[Si](C)(C)C)CC (diethyl-[2-(4-trimethylsilanylethynyl-phenoxy)-ethyl]-amine). As a reaction SMILES: Br[C:2]1[CH:15]=[CH:14][C:5]([O:6][CH2:7][CH2:8][N:9]([CH2:12][CH3:13])[CH2:10][CH3:11])=[CH:4][CH:3]=1.[C:16]([Si:18]([CH3:21])([CH3:20])[CH3:19])#[CH:17]>N1CCCCC1.[Cu]I>[CH2:10]([N:9]([CH2:12][CH3:13])[CH2:8][CH2:7][O:6][C:5]1[CH:14]=[CH:15][C:2]([C:17]#[C:16][Si:18]([CH3:21])([CH3:20])[CH3:19])=[CH:3][CH:4]=1)[CH3:11]. Reagents/catalysts: [Cu]I (CuI). Procedure: Under a nitrogen atmosphere a mixture of 5.44 g (20 mmol) [2-(4-bromo-phenoxy)-ethyl]-diethyl-amine, 3.11 mL (22 mmol) ethynyl-trimethyl-silane, 462 mg (0.4 mmol) tetrakis-triphenylphosphane-palladium, 76 mg (0.4 mmol) CuI in 50 mL piperidine is heated to 70° C. for 21 h. The solvent is distilled off i.vac., the residue is taken up in water, exhaustively extracted with EtOAc and dried over Na2SO4. After the desiccant and solvent have been eliminated the residue is purified on silica gel (EtOAc/M... Run in N1CCCCC1 (piperidine). Starting materials: FC(C(=O)O)(F)F (trifluoroacetic acid), O[C@@H]1[C@@H]2[C@]3(C=CC(C=C3[C@H](C[C@H]2[C@@H]2CC[C@](C(C(O)OC([C@@H](NC(=O)OC(C)(C)C)C(C)C)=O)=O)([C@]2(C1)C)OC(CC)=O)C)=O)C (N-(1,1-dimethylethoxycarbonyl)valine [11β,21-dihydroxy-3,20-dioxo-6α-methyl-17-propionyloxy-pregna-1,4-dien-21-yl] ester). Reaction conditions: time 1.5 hour. Product: FC(C(=O)O)(F)F.O[C@@H]1[C@@H]2[C@]3(C=CC(C=C3[C@H](C[C@H]2[C@@H]2CC[C@](C(C(O)OC([C@@H](N)C(C)C)=O)=O)([C@]2(C1)C)OC(CC)=O)C)=O)C (valine [11β,21-dihydroxy-3,20-dioxo-6α-methyl-17-propionyloxy -pregna-1,4-dien-21-yl] ester trifluoroacetate). The yield is 80.0%. As a reaction SMILES: [F:1][C:2]([F:7])([F:6])[C:3]([OH:5])=[O:4].[OH:8][C@H:9]1[CH2:44][C@@:43]2([CH3:45])[C@@H:20]([CH2:21][CH2:22][C@:23]2([O:46][C:47](=[O:50])[CH2:48][CH3:49])[C:24](=[O:42])[CH:25]([O:27][C:28](=[O:41])[C@H:29]([CH:38]([CH3:40])[CH3:39])[NH:30]C(OC(C)(C)C)=O)[OH:26])[C@H:19]2[C@H:10]1[C@:11]1([CH3:53])[C:16]([C@@H:17]([CH3:51])[CH2:18]2)=[CH:15][C:14](=[O:52])[CH:13]=[CH:12]1>>[F:1][C:2]([F:7])([F:6])[C:3]([OH:5])=[O:4].[OH:8][C@H:9]1[CH2:44][C@@:43]2([CH3:45])[C@@H:20]([CH2:21][CH2:22][C@:23]2([O:46][C:47](=[O:50])[CH2:48][CH3:49])[C:24](=[O:42])[CH:25]([O:27][C:28](=[O:41])[C@H:29]([CH:38]([CH3:39])[CH3:40])[NH2:30])[OH:26])[C@H:19]2[C@H:10]1[C@:11]1([CH3:53])[C:16]([C@@H:17]([CH3:51])[CH2:18]2)=[CH:15][C:14](=[O:52])[CH:13]=[CH:12]1 |f:2.3|. Procedure details: Under initial cooling, 5 ml of trifluoroacetic acid is poured over 896 mg (1.42 mmol) of N-(1,1-dimethylethoxycarbonyl)valine [11β,21-dihydroxy-3,20-dioxo-6α-methyl-17-propionyloxy-pregna-1,4-dien-21-yl] ester, and it is stirred for 1-2 hours at room temperature. Then, the trifluoroacetic acid is evaporated in a vacuum. The residue is taken up in a little dichloromethane, 5 ml of toluene is added and then evaporated to dryness in a vacuum. The residue is crystallized. 728 mg (80%) of valine [11β... Reactants: C1(=CC=CC=C1)C=1N=C(NC1C1=CC=CC=C1)SCCCCCNCCCCCCC (N-[5-(4,5-diphenyl-1H-imidazol-2-ylthio)pentyl]-1-heptanamine), C1(=CC=CC=C1)N=C=O (phenylisocyanate). The solvent is CCCCCC (hexane), CCCCCC (hexane). Product: C1(=CC=CC=C1)C=1N=C(NC1C1=CC=CC=C1)SCCCCCN(C(=O)NC1=CC=CC=C1)CCCCCCC (N-[5-(4,5-diphenyl -1H-imidazol-2-ylthio)pentyl]-N-heptyl-N'-phenylurea). The yield is 375.0%. Reaction SMILES: [C:1]1([C:7]2[N:8]=[C:9]([S:18][CH2:19][CH2:20][CH2:21][CH2:22][CH2:23][NH:24][CH2:25][CH2:26][CH2:27][CH2:28][CH2:29][CH2:30][CH3:31])[NH:10][C:11]=2[C:12]2[CH:17]=[CH:16][CH:15]=[CH:14][CH:13]=2)[CH:6]=[CH:5][CH:4]=[CH:3][CH:2]=1.[C:32]1([N:38]=[C:39]=[O:40])[CH:37]=[CH:36][CH:35]=[CH:34][CH:33]=1>CCCCCC>[C:1]1([C:7]2[N:8]=[C:9]([S:18][CH2:19][CH2:20][CH2:21][CH2:22][CH2:23][N:24]([CH2:25][CH2:26][CH2:27][CH2:28][CH2:29][CH2:30][CH3:31])[C:39]([NH:38][C:32]3[CH:37]=[CH:36][CH:35]=[CH:34][CH:33]=3)=[O:40])[NH:10][C:11]=2[C:12]2[CH:13]=[CH:14][CH:15]=[CH:16][CH:17]=2)[CH:2]=[CH:3][CH:4]=[CH:5][CH:6]=1. Reported procedure: To a solution of N-[5-(4,5-diphenyl-1H-imidazol-2-ylthio)pentyl]-1-heptanamine (1.0 g, 0.0024 mol) in hexane (50 mL) was added, dropwise, a solution of phenylisocyanate (0.27 mL, 0.298 g, 0.0025 mol) in hexane (25 mL) and the reaction mixture was stirred at ambient temperature for 4 hours. The reaction mixture was concentrated under vacuum and the residue was chromatographed with 6:4 hexane-ethyl acetate to give the title compound (0.5 g, 0.009 mol) as a yellow amorphous solid. 1H NMR (CDCl3) δ1... Solvent: [N+](=O)([O-])C (nitromethane). Procedure: In accordance with the method described in Zhur. Obshchei Khim 30, 2693 (1960), methyl 3-acetylaminobenzoate was reacted with iodo benzene in nitromethane in the presence of potassium carbonate and active copper powder to yield 3-anilinobenzoic acid and the intended product was obtained by the following steps. ##STR254## The reagents and catalysts are [Cu] (copper). Yields the product N(C1=CC=CC=C1)C=1C=C(C(=O)O)C=CC1 (3-anilinobenzoic acid). Starting materials: C(C)(=O)NC=1C=C(C(=O)OC)C=CC1 (methyl 3-acetylaminobenzoate), IC1=CC=CC=C1 (iodo benzene), C([O-])([O-])=O.[K+].[K+] (potassium carbonate). Reaction SMILES: [C:1]([NH:4][C:5]1[CH:6]=[C:7]([CH:12]=[CH:13][CH:14]=1)[C:8]([O:10]C)=[O:9])(=O)[CH3:2].I[C:16]1[CH:21]=CC=[CH:18][CH:17]=1.C(=O)([O-])[O-].[K+].[K+]>[N+](C)([O-])=O.[Cu]>[NH:4]([C:5]1[CH:6]=[C:7]([CH:12]=[CH:13][CH:14]=1)[C:8]([OH:10])=[O:9])[C:1]1[CH:18]=[CH:17][CH:16]=[CH:21][CH:2]=1 |f:2.3.4|. Starting materials: COCCOC, ClC(Cl)Cl, [H][H], Nc1c([N+](=O)[O-])cc(C(=O)O)cc1[N+](=O)[O-]. Yields the product Nc1cc(C(=O)O)cc([N+](=O)[O-])c1N. As a reaction SMILES: [CH3:19][O:20][CH2:21][CH2:22][O:23][CH3:24].[Cl:25][CH:26]([Cl:27])[Cl:28].[H:17][H:18].[NH2:1][c:2]1[c:3]([N+:14]([O-:15])=[O:16])[cH:4][c:5]([C:6](=[O:7])[OH:8])[cH:9][c:10]1[N+:11](=[O:12])[O-:13]>>[NH2:1][c:2]1[c:3]([NH2:14])[cH:4][c:5]([C:6](=[O:7])[OH:8])[cH:9][c:10]1[N+:11](=[O:12])[O-:13]. Reactants: N1N=CC2=CC(=CC=C12)C1CCN(CC1)C(=O)OC(C)(C)C (tert-butyl 4-(1H-indazol-5-yl)piperidine-1-carboxylate), N1N=CC2=CC(=CC=C12)C1CCN(CC1)C(=O)OC(C)(C)C (tert-butyl 4-(1H-indazol-5-yl)piperidine-1-carboxylate), C([O-])(O)=O.[Na+] (sodium bicarbonate). Solvent: ClCCl (dichloromethane), FC(C(=O)O)(F)F (trifluoroacetic acid). Run at time 1 hour. The product is N1CCC(CC1)C=1C=C2C=NNC2=CC1 (5-(Piperidin-4-yl)-1H-indazole). Isolated yield 82.8%. RXN SMILES: [NH:1]1[C:9]2[C:4](=[CH:5][C:6]([CH:10]3[CH2:15][CH2:14][N:13](C(OC(C)(C)C)=O)[CH2:12][CH2:11]3)=[CH:7][CH:8]=2)[CH:3]=[N:2]1.C(=O)(O)[O-].[Na+]>ClCCl.FC(F)(F)C(O)=O>[NH:13]1[CH2:12][CH2:11][CH:10]([C:6]2[CH:5]=[C:4]3[C:9](=[CH:8][CH:7]=2)[NH:1][N:2]=[CH:3]3)[CH2:15][CH2:14]1 |f:1.2|. Reported procedure: Into a 50-mL round-bottom flask, was placed a solution of tert-butyl 4-(1H-indazol-5-yl)piperidine-1-carboxylate (compound 62.4, 200 mg, 0.60 mmol) in dichloromethane (3 mL) and trifluoroacetic acid (1 mL). The resulting solution was stirred for 1 h at room temperature, then the pH of the solution was carefully adjusted to 8-9 with aqueous sodium bicarbonate (aq. sat.). The mixture was extracted with dichloromethane (3×30 mL) and the combined organic layers were dried (Na2SO4), filtered, and con...